The task is: describe an organic reaction: reactants, conditions, products, and yield. This data is from the Open Reaction Database (ORD), a public repository of structured organic reaction records. Reactants: FC1=C(C(=CC=C1)F)C=1C(=CC=CC1)C#N (2′,6′-Difluorobiphenyl-2-carbonitrile), B(OC)(OC)OC (trimethyl borate). Yields the product C(#N)C1=C(C=CC=C1)C1=C(C(=CC=C1F)B(O)O)F (2′-cyano-2,6-difluorobiphenyl-3-boronic acid). As a reaction SMILES: [F:1][C:2]1[CH:7]=[CH:6][CH:5]=[C:4]([F:8])[C:3]=1[C:9]1[C:10]([C:15]#[N:16])=[CH:11][CH:12]=[CH:13][CH:14]=1.[B:17](OC)([O:20]C)[O:18]C>>[C:15]([C:10]1[CH:11]=[CH:12][CH:13]=[CH:14][C:9]=1[C:3]1[C:2]([F:1])=[CH:7][CH:6]=[C:5]([B:17]([OH:20])[OH:18])[C:4]=1[F:8])#[N:16]. Procedure details: 2′,6′-Difluorobiphenyl-2-carbonitrile was lithiated and reacted with trimethyl borate as described in Example 31 to give 2′-cyano-2,6-difluorobiphenyl-3-boronic acid as a white crystalline solid. Starting materials: CO, Cl, Cc1c(Cl)cc(C(=O)O)c(Cl)c1N, [Na+], [Na+], O=C([O-])[O-], O. The product is COC(=O)c1cc(Cl)c(C)c(N)c1Cl. As a reaction SMILES: [CH3:14][OH:15].[ClH:16].[NH2:1][c:2]1[c:3]([Cl:13])[c:4]([C:5](=[O:6])[OH:7])[cH:8][c:9]([Cl:12])[c:10]1[CH3:11].[Na+:17].[Na+:18].[O-:19][C:20](=[O:21])[O-:22].[OH2:23]>>[NH2:1][c:2]1[c:3]([Cl:13])[c:4]([C:5](=[O:6])[O:7][CH3:20])[cH:8][c:9]([Cl:12])[c:10]1[CH3:11]. Product: COC(=O)c1cc(OC)c(C(N)=NO)cc1F. Reactants: COC(=O)c1cc(OC)c(C#N)cc1F, CO, NO. Reaction SMILES: [C:1](#[N:2])[c:3]1[cH:4][c:5]([F:15])[c:6]([C:7](=[O:8])[O:9][CH3:10])[cH:11][c:12]1[O:13][CH3:14].[CH3:18][OH:19].[NH2:16][OH:17]>>[C:1]([NH2:2])([c:3]1[cH:4][c:5]([F:15])[c:6]([C:7](=[O:8])[O:9][CH3:10])[cH:11][c:12]1[O:13][CH3:14])=[N:16][OH:17]. Starting materials: C(C)(C)(C)OC(=O)N1CCN(CC1)C1=CC=C(C=N1)C1=C(N=C2N1N=CC=C2N2CCOCC2)C(=O)O (3-(6-(4-(tert-Butoxycarbonyl)piperazin-1-yl)pyridin-3-yl)-8-morpholinoimidazo[1,2-b]pyridazine-2-carboxylic acid), C(C(=O)Cl)(=O)Cl (Oxalyl chloride), CCN(C(C)C)C(C)C (DIEA), NC1=NC2=CC=CC=C2C=C1 (2-aminoquinoline). Run in CN(C)C=O (DMF), C(Cl)Cl (DCM), O (water). Run at time 20 minute. Yields the product O1CCN(CC1)C=1C=2N(N=CC1)C(=C(N2)C(NC2=NC1=CC=CC=C1C=C2)=O)C=2C=CC(=NC2)N2CCN(CC2)C(=O)OC(C)(C)C (tert-Butyl 4-(5-(8-morpholino-2-(quinolin-2-ylcarbamoyl)imidazo[1,2-b]pyridazin-3-yl)pyridin-2-yl)piperazine-1-carboxylate). RXN SMILES: [C:1]([O:5][C:6]([N:8]1[CH2:13][CH2:12][N:11]([C:14]2[N:19]=[CH:18][C:17]([C:20]3[N:24]4[N:25]=[CH:26][CH:27]=[C:28]([N:29]5[CH2:34][CH2:33][O:32][CH2:31][CH2:30]5)[C:23]4=[N:22][C:21]=3[C:35]([OH:37])=O)=[CH:16][CH:15]=2)[CH2:10][CH2:9]1)=[O:7])([CH3:4])([CH3:3])[CH3:2].C(Cl)(=O)C(Cl)=O.CCN(C(C)C)C(C)C.[NH2:53][C:54]1[CH:63]=[CH:62][C:61]2[C:56](=[CH:57][CH:58]=[CH:59][CH:60]=2)[N:55]=1>O.CN(C=O)C.C(Cl)Cl>[O:32]1[CH2:31][CH2:30][N:29]([C:28]2[C:23]3[N:24]([C:20]([C:17]4[CH:16]=[CH:15][C:14]([N:11]5[CH2:10][CH2:9][N:8]([C:6]([O:5][C:1]([CH3:3])([CH3:2])[CH3:4])=[O:7])[CH2:13][CH2:12]5)=[N:19][CH:18]=4)=[C:21]([C:35](=[O:37])[NH:53][C:54]4[CH:63]=[CH:62][C:61]5[C:56](=[CH:57][CH:58]=[CH:59][CH:60]=5)[N:55]=4)[N:22]=3)[N:25]=[CH:26][CH:27]=2)[CH2:34][CH2:33]1. Reported procedure: Compound 20c (258 mg, 0.506 mmol) was placed in a 20 mL vial equipped with a stir bar and then DCM (4 mL) and DMF (10 μL) were added. Oxalyl chloride (66.2 μL, 0.759 mmol) was added dropwise via syringe and the reaction was stirred for 20 min. The solvent was removed under reduced pressure. The residue was dissolved in DCM (25 mL) and then DIEA (440 μL, 2.53 mmol) and 2-aminoquinoline (87.5 mg, 0.607 mmol) were added sequentially. The reaction was stirred at rt for 16 h and then poured into wate... The reactants are Cl (hydrochloric acid), C(=O)C=1C=CC(=C(C(=O)OCC2=CC=CC=C2)C1)OC (Benzyl 5-formyl-2-methoxybenzoate), ice water, [BH4-].[Na+] (sodium borohydride). Run in CO (methanol). Product: OCC=1C=CC(=C(C(=O)OCC2=CC=CC=C2)C1)OC (benzyl 5-hydroxymethyl-2-methoxybenzoate). The yield is 100.2%. RXN SMILES: [CH:1]([C:3]1[CH:4]=[CH:5][C:6]([O:19][CH3:20])=[C:7]([CH:18]=1)[C:8]([O:10][CH2:11][C:12]1[CH:17]=[CH:16][CH:15]=[CH:14][CH:13]=1)=[O:9])=[O:2].[BH4-].[Na+].Cl>CO>[OH:2][CH2:1][C:3]1[CH:4]=[CH:5][C:6]([O:19][CH3:20])=[C:7]([CH:18]=1)[C:8]([O:10][CH2:11][C:12]1[CH:13]=[CH:14][CH:15]=[CH:16][CH:17]=1)=[O:9] |f:1.2|. Procedure details: Benzyl 5-formyl-2-methoxybenzoate (1.10 g, 4.07 mmol) and 30 ml of methanol were mixed and sodium borohydride (155 mg, 4.10 mmol) was added little by little under stirring and cooling with ice. After stirring for 2 hours under cooling with ice, the reaction mixture was poured into ice water and made acidic with 1 mol/l hydrochloric acid, which was extracted with ethyl acetate. The extract was washed with water and with brine, then dried over anhydrous sodium sulfate and concentrated to obtain 1.... Reactants: CO, [Cl-], Cc1cc([N+](=O)[O-])cnc1Cl, [Fe], [NH4+]. Yields the product Cc1cc(N)cnc1Cl. As a reaction SMILES: [CH3:14][OH:15].[Cl-:1].[Cl:3][c:4]1[n:5][cH:6][c:7]([N+:11]([O-:12])=[O:13])[cH:8][c:9]1[CH3:10].[Fe:16].[NH4+:2]>>[Cl:3][c:4]1[n:5][cH:6][c:7]([NH2:11])[cH:8][c:9]1[CH3:10].